From a dataset of the Open Reaction Database (ORD), a public repository of structured organic reaction records. describe an organic reaction: reactants, conditions, products, and yield Starting materials: C(#N)N=C(OC(C)C)C=1C=NC=CC1 (Isopropyl N cyano-3-pyridinecarboximidate), ClC=1C=C(CN)C=CC1Cl (3,4-dichlorobenzylamine). Run in CO (methanol). Reaction conditions: time 3 hour. Yields the product C(#N)NC(=NCC1=CC(=C(C=C1)Cl)Cl)C=1C=NC=CC1 (N-cyano-N'-(3,4-dichlorobenzyl)-3-pyridinecarboximidamide). Isolated yield 53.8%. As a reaction SMILES: [C:1]([N:3]=[C:4]([C:9]1[CH:10]=[N:11][CH:12]=[CH:13][CH:14]=1)OC(C)C)#[N:2].[Cl:15][C:16]1[CH:17]=[C:18]([CH:21]=[CH:22][C:23]=1[Cl:24])[CH2:19][NH2:20]>CO>[C:1]([NH:3][C:4]([C:9]1[CH:10]=[N:11][CH:12]=[CH:13][CH:14]=1)=[N:20][CH2:19][C:18]1[CH:21]=[CH:22][C:23]([Cl:24])=[C:16]([Cl:15])[CH:17]=1)#[N:2]. Reported procedure: Isopropyl N cyano-3-pyridinecarboximidate (0.50 g, 2.6 mmol) was dissolved in methanol (10 ml), and 3,4-dichlorobenzylamine (0.51 g, 2.9 mmol) was added. The mixture was stirred at room temperature for 3 hours. After the reaction was completed, the reaction solution was concentrated under reduced pressure, and the concentrated residue thus obtained was crystallized from diethyl ether to give the title compound (0.42 g, 1.4 mmol, yield: 52%) as colorless crystals. The reactants are CC#N, N#Cc1ccc2c(C=O)c[nH]c2c1, CC(C)(C)OC(=O)C=P(c1ccccc1)(c1ccccc1)c1ccccc1. The product is CC(C)(C)OC(=O)C=Cc1c[nH]c2cc(C#N)ccc12. RXN SMILES: [CH3:41][C:42]#[N:43].[CH:28](=[O:29])[c:30]1[cH:31][nH:32][c:33]2[cH:34][c:35]([C:39]#[N:40])[cH:36][cH:37][c:38]12.[c:1]1([P:2]([c:3]2[cH:4][cH:5][cH:6][cH:7][cH:8]2)([c:9]2[cH:10][cH:11][cH:12][cH:13][cH:14]2)=[CH:20][C:21](=[O:22])[O:23][C:24]([CH3:25])([CH3:26])[CH3:27])[cH:15][cH:16][cH:17][cH:18][cH:19]1>>[CH:20]([C:21](=[O:22])[O:23][C:24]([CH3:25])([CH3:26])[CH3:27])=[CH:28][c:30]1[cH:31][nH:32][c:33]2[cH:34][c:35]([C:39]#[N:40])[cH:36][cH:37][c:38]12. The reactants are S(C)C (SMe2), resultant mixture, ClCC#N (chloroacetonitrile), di-nitrile, [H-].[Na+] (NaH), resultant mixture, FC=1C=C2C=3C=C4C(=C(C3NC2=CC1)OC)NC=1C=CC(=CC14)F (2,10-difluoro-6-methoxy-5,7-dihydroindolo[2,3-b]carbazole), CN(C)C=O (DMF). The solvent is C1CCOC1 (THF). Reaction conditions: time 2 hour. Product: FC=1C=C2C=3C=C4C(=C(C3N(C2=CC1)CCN)OC)N(C=1C=CC(=CC14)F)CCN (2,2′-(2,10-difluoro-6-methoxyindolo[2,3-b]carbazole-5,7-diyl)diethanamine). Isolated yield 45.0%. Reaction SMILES: [F:1][C:2]1[CH:3]=[C:4]2[C:12](=[CH:13][CH:14]=1)[NH:11][C:10]1[C:9]([O:15][CH3:16])=[C:8]3[NH:17][C:18]4[CH:19]=[CH:20][C:21]([F:24])=[CH:22][C:23]=4[C:7]3=[CH:6][C:5]2=1.[H-].[Na+].Cl[CH2:28][C:29]#[N:30].S(C)[CH3:32].C[N:35]([CH:37]=O)C>C1COCC1>[F:24][C:21]1[CH:22]=[C:23]2[C:18](=[CH:19][CH:20]=1)[N:17]([CH2:28][CH2:29][NH2:30])[C:8]1[C:9]([O:15][CH3:16])=[C:10]3[N:11]([CH2:32][CH2:37][NH2:35])[C:12]4[CH:13]=[CH:14][C:2]([F:1])=[CH:3][C:4]=4[C:5]3=[CH:6][C:7]2=1 |f:1.2|. Reported procedure: 2,10-difluoro-6-methoxy-5,7-dihydroindolo[2,3-b]carbazole (1 equiv) in DMF (10 mL/mmol) was cooled in an ice-water bath under argon, and NaH (6 equiv, 60% in mineral oil) was added. The resultant mixture was stirred at 0-5° C. for 30 min and chloroacetonitrile was added. The cooling bath was removed and the reaction was warmed to RT and stirred for 2 h. The reaction was quenched with cold water, extracted ethyl acetate. The extract was washed three times with brine, dried over Na2SO4, filtered, ... Starting materials: BrCC(=O)OC (methyl bromoacetate), [H-].[Na+] (sodium hydride), methyl 2-cyanomethyl benzoate, C1(=CC=CC=C1)N=C=S (phenyl isothiocyanate), [H-].[Na+] (sodium hydride), O1CCCC1 (tetrahydrofuran), O (water). Conditions: time 1 hour. Yields the product NC1=C(SC=2N(C(C=3C=CC=CC3C21)=O)C2=CC=CC=C2)C(=O)OC (Methyl 1-amino-4,5-dihydro-5-oxo-4-phenyl-thieno[2,3-c]isoquinoline-2-carboxylate). RXN SMILES: [C:1]1([N:7]=[C:8]=[S:9])[CH:6]=[CH:5][CH:4]=[CH:3][CH:2]=1.[H-].[Na+].Br[CH2:13][C:14]([O:16][CH3:17])=[O:15].O.[O:19]1[CH2:23][CH2:22][CH2:21][CH2:20]1>>[NH2:7][C:1]1[C:2]2[C:3]3[CH:4]=[CH:5][CH:20]=[CH:21][C:22]=3[C:23](=[O:19])[N:7]([C:1]3[CH:6]=[CH:5][CH:4]=[CH:3][CH:2]=3)[C:8]=2[S:9][C:13]=1[C:14]([O:16][CH3:17])=[O:15] |f:1.2|. Reported procedure: To a solution of 17.5 g of methyl 2-cyanomethyl benzoate and 16.2 g of phenyl isothiocyanate in 300 ml of tetrahydrofuran was added 4.8 g of a 60% sodium hydride for 20 minutes under an ice-cooling in a stream of nitrogen, and the mixture was stirred for 1 hour at room temperature. To the reaction mixture was added 18.4 g of methyl bromoacetate for 15 minutes, and then the mixture was stirred for 1 hour. To the reaction mixture was added 4.8 g of a 60% sodium hydride, and the mixture was stirred... Starting materials: C(C(=C)C)(=O)OC (methyl methacrylate), 149, 2,2′-azobis-2-isobutyronitrile, CC(=O)CC(C)(C)NC(=O)C=C (DAAA), hydrazide, C(C=C)(=O)OCCCC (BA), C(C=C)(=O)OCCCC (n-butyl acrylate), CC(=O)CC(C)(C)NC(=O)C=C (diacetoneacrylamide), C(CCCCC(=O)NN)(=O)NN (adipic acid dihydrazide), C(C=C)(=O)O (acrylic acid), C(C(=C)C)(=O)OC (MMA). Solvent: CCC(=O)C (MEK), C(C)N(CC)CC (triethylamine), CC(C)O (IPA), CCC(=O)C (MEK), O (water), CC(C)O (IPA). Reaction conditions: temperature 75 celsius. The product is C(=O)(C=C)NC(=O)OCC (acryl-urethane). RXN SMILES: C(OC)(=O)C(C)=C.[C:8]([O:12][CH2:13][CH2:14]CC)(=[O:11])C=C.C(O)(=O)C=C.CC(CC([NH:29][C:30]([CH:32]=[CH2:33])=[O:31])(C)C)=O.C(NN)(=O)CCCCC(NN)=O>O.C(N(CC)CC)C.CC(O)C.CCC(C)=O>[C:30]([NH:29][C:8]([O:12][CH2:13][CH3:14])=[O:11])([CH:32]=[CH2:33])=[O:31]. Procedure details: In the dropping tank of a reaction vessel (tank) equipped with a stirrer, a thermometer, a nitrogen-sealing tube, a condenser and a dropping tank were placed 30.0 parts of PA-1, 22.0 parts of methyl methacrylate (referred to hereinafter as MMA), 10.0 parts of n-butyl acrylate (referred to hereinafter as BA), 0.5 part of acrylic acid (referred to hereinafter as AA), 2.5 parts of diacetoneacrylamide (referred to hereinafter as DAAA), 1.0 part of 2,2′-azobis-2-isobutyronitrile (referred to hereinaf... Starting materials: resultant mixture, C[Si](N[Si](C)(C)C)(C)C.[Na] (Sodium hexamethyldisilazane), NC1=C2C(=NC=C1Cl)OCO2 (4-amino-5-chloro-2,3-methylenedioxypyridine), ClC1=NC=NC2=CC(=C(C=C12)OC)OCCCCl (4-chloro-7-(3-chloropropoxy)-6-methoxyquinazoline). Run in CN(C)C=O (DMF). Conditions: temperature 0 celsius, time 15 minute. The product is ClC=1C(=C2C(=NC1)OCO2)NC2=NC=NC1=CC(=C(C=C21)OC)OCCCCl (4-(5-chloro-2,3-methylenedioxypyrid-4-ylamino)-7-(3-chloropropoxy)-6-methoxyquinazoline). The yield is 74.6%. RXN SMILES: C[Si](C)(C)N[Si](C)(C)C.[Na].[NH2:11][C:12]1[C:17]([Cl:18])=[CH:16][N:15]=[C:14]2[O:19][CH2:20][O:21][C:13]=12.Cl[C:23]1[C:32]2[C:27](=[CH:28][C:29]([O:35][CH2:36][CH2:37][CH2:38][Cl:39])=[C:30]([O:33][CH3:34])[CH:31]=2)[N:26]=[CH:25][N:24]=1>CN(C=O)C>[Cl:18][C:17]1[C:12]([NH:11][C:23]2[C:32]3[C:27](=[CH:28][C:29]([O:35][CH2:36][CH2:37][CH2:38][Cl:39])=[C:30]([O:33][CH3:34])[CH:31]=3)[N:26]=[CH:25][N:24]=2)=[C:13]2[O:21][CH2:20][O:19][C:14]2=[N:15][CH:16]=1 |f:0.1,^1:9|. Procedure details: Sodium hexamethyldisilazane (1M solution in THF; 0.734 ml) was added to a solution of 4-amino-5-chloro-2,3-methylenedioxypyridine (0.12 g) in DMF (4 ml) that had been cooled to 0° C. and the mixture was stirred for 15 minutes. A portion (0.1 g) of 4-chloro-7-(3-chloropropoxy)-6-methoxyquinazoline was added and the resultant mixture was stirred and allowed to warm to ambient temperature. The mixture was stirred at ambient temperature for 16 hours. The reaction mixture was evaporated and the resid... The reactants are [N+](=O)([O-])C1=CC=C(C=C1)O (4-Nitrophenol), ClC(C(=O)[O-])(F)F.[Na+] (sodium chlorodifluoroacetate), [OH-].[Na+] (sodium hydroxide). Run in CN(C)C=O (DMF), O (water). Reaction conditions: temperature 125 celsius, time 1 hour. Product: FC(OC1=CC=C(C=C1)[N+](=O)[O-])F (4-difluoromethoxynitrobenzene). Yield: 73.4%. Reaction SMILES: [N+:1]([C:4]1[CH:9]=[CH:8][C:7]([OH:10])=[CH:6][CH:5]=1)([O-:3])=[O:2].Cl[C:12]([F:17])([F:16])C([O-])=O.[Na+].[OH-].[Na+]>CN(C=O)C.O>[F:16][CH:12]([F:17])[O:10][C:7]1[CH:8]=[CH:9][C:4]([N+:1]([O-:3])=[O:2])=[CH:5][CH:6]=1 |f:1.2,3.4|. Procedure details: 4-Nitrophenol (0.10 g, 0.72 mmol, Aldrich), sodium chlorodifluoroacetate (0.11 g, 0.72 mmol, Alfa Products) and sodium hydroxide (0.03 g, 0.72 mmol) were combined in dry DMF (1 mL) under an atmosphere of argon. After stirring at 125° C. for 1 h, the mixture was cooled to RT, was diluted with water and was extracted twice with ether. The combined organic extracts were washed twice with brine, were dried (MgSO4), filtered and evaporated. The residue was purified by flash chromatography (silica gel... Reactants: CCOC(=O)C=C1CC(OC(C)OCC)C2OC(C)(C)OC2C1C(O[SiH](C)C)C(C)(C)C, CC(C)C[Al+]CC(C)C, Cc1ccccc1, [H-], O=S(=O)(O)O. The product is CCOC(C)OC1CC(=C(C)O)C(C(O[SiH](C)C)C(C)(C)C)C2OC(C)(C)OC12. Reaction SMILES: [C:1]([CH3:2])([CH3:3])([CH3:4])[CH:5]([CH:6]1[C:7](=[CH:23][C:24]([O:25][CH2:26][CH3:27])=[O:28])[CH2:8][CH:9]([O:17][CH:18]([CH3:19])[O:20][CH2:21][CH3:22])[CH:10]2[CH:11]1[O:12][C:13]([CH3:15])([CH3:16])[O:14]2)[O:29][SiH:30]([CH3:31])[CH3:32].[CH2:34]([Al+:35][CH2:36][CH:40]([CH3:37])[CH3:42])[CH:38]([CH3:39])[CH3:41].[CH3:48][c:49]1[cH:50][cH:51][cH:52][cH:53][cH:54]1.[H-:33].[S:43]([OH:44])(=[O:45])(=[O:46])[OH:47]>>[C:1]([CH3:2])([CH3:3])([CH3:4])[CH:5]([CH:6]1[C:7](=[C:40]([CH3:42])[OH:44])[CH2:8][CH:9]([O:17][CH:18]([CH3:19])[O:20][CH2:21][CH3:22])[CH:10]2[CH:11]1[O:12][C:13]([CH3:15])([CH3:16])[O:14]2)[O:29][SiH:30]([CH3:31])[CH3:32]. Reactants: Cl.CNOC (N,O-dimethylhydroxylamine hydrochloride), N1=CC=CC=C1 (pyridine), C(=O)([O-])[O-].[Na+].[Na+] (Na2CO3), BrC1=C(C=C(C(=O)O)C=C1)C (4-bromo-3-methylbenzoic acid). The solvent is ClCCl (dichloromethane), C(C)#N (acetonitrile), S(=O)(Cl)Cl (thionyl chloride). Yields the product CON(C(C1=CC(=C(C=C1)Br)C)=O)C (N-Methoxy-N-methyl-4-bromo-3-methylbenzamide). Yield: 99.4%. Reaction SMILES: [Br:1][C:2]1[CH:10]=[CH:9][C:5]([C:6](O)=[O:7])=[CH:4][C:3]=1[CH3:11].Cl.[CH3:13][NH:14][O:15][CH3:16].N1C=CC=CC=1.C([O-])([O-])=O.[Na+].[Na+]>S(Cl)(Cl)=O.ClCCl.C(#N)C>[CH3:16][O:15][N:14]([CH3:13])[C:6](=[O:7])[C:5]1[CH:9]=[CH:10][C:2]([Br:1])=[C:3]([CH3:11])[CH:4]=1 |f:1.2,4.5.6|. Reported procedure: A stirred suspension of 4-bromo-3-methylbenzoic acid (5.0 g, 0.023 mole) in thionyl chloride (20 ml) was heated under reflux for 2 hours, then concentrated in vacuo. The residual acid chloride was dissolved in dichloromethane (100 ml) and added dropwise over 10 minutes to a stirred solution of N,O-dimethylhydroxylamine hydrochloride (2.4 g, 0.025 mole) and pyridine (5.6 ml, 0.069 mole) in dichloromethane (150 ml) and acetonitrile (20 ml) at -20° C. The reaction mixture was allowed to warm to roo... Procedure: Acetic acid (R)-1-(4-benzyloxy-3-nitro-phenyl)-2-[benzyl-(2,5,6-trimethyl-indan-2-yl)-amino]-ethyl ester in a mixture of THF and toluene is stirred under hydrogen in the presence of PtO2 at room temperature for 15 hours. The mixture is filtered through celite and the filtrate is concentrated in vacuo. ES+ MS m/e 549 (MH+) RXN SMILES: [CH2:1]([O:8][C:9]1[CH:14]=[CH:13][C:12]([C@@H:15]([O:37][C:38](=[O:40])[CH3:39])[CH2:16][N:17]([CH2:30][C:31]2[CH:36]=[CH:35][CH:34]=[CH:33][CH:32]=2)[C:18]2([CH3:29])[CH2:26][C:25]3[C:20](=[CH:21][C:22]([CH3:28])=[C:23]([CH3:27])[CH:24]=3)[CH2:19]2)=[CH:11][C:10]=1[N+:41]([O-])=O)[C:2]1[CH:7]=[CH:6][CH:5]=[CH:4][CH:3]=1>C1COCC1.C1(C)C=CC=CC=1.O=[Pt]=O>[NH2:41][C:10]1[CH:11]=[C:12]([C@@H:15]([O:37][C:38](=[O:40])[CH3:39])[CH2:16][N:17]([CH2:30][C:31]2[CH:32]=[CH:33][CH:34]=[CH:35][CH:36]=2)[C:18]2([CH3:29])[CH2:26][C:25]3[C:20](=[CH:21][C:22]([CH3:28])=[C:23]([CH3:27])[CH:24]=3)[CH2:19]2)[CH:13]=[CH:14][C:9]=1[O:8][CH2:1][C:2]1[CH:7]=[CH:6][CH:5]=[CH:4][CH:3]=1. Reactants: C(C1=CC=CC=C1)OC1=C(C=C(C=C1)[C@H](CN(C1(CC2=CC(=C(C=C2C1)C)C)C)CC1=CC=CC=C1)OC(C)=O)[N+](=O)[O-] (Acetic acid (R)-1-(4-benzyloxy-3-nitro-phenyl)-2-[benzyl-(2,5,6-trimethyl-indan-2-yl)-amino]-ethyl ester). The solvent is C1CCOC1 (THF), C1(=CC=CC=C1)C (toluene). Reagents/catalysts: O=[Pt]=O (PtO2). The product is NC=1C=C(C=CC1OCC1=CC=CC=C1)[C@H](CN(C1(CC2=CC(=C(C=C2C1)C)C)C)CC1=CC=CC=C1)OC(C)=O (Acetic acid (R)-1-(3-amino-4-benzyloxy-phenyl)-2-[benzyl-(2,5,6-trimethyl-indan-2-yl)-amino]-ethyl ester).